From a dataset of the Open Reaction Database (ORD), a public repository of structured organic reaction records. describe an organic reaction: reactants, conditions, products, and yield Reactants: [Al+3], CC(C)(C)OC(=O)NC1Cc2ccccc2C1Oc1ccccc1Cc1ccccc1, Cl, [H-], [H-], [H-], [H-], [Li+], C1CCOC1. Yields the product CNC1Cc2ccccc2C1Oc1ccccc1Cc1ccccc1, Cl. RXN SMILES: [Al+3:2].[CH2:7]([c:8]1[cH:9][cH:10][cH:11][cH:12][cH:13]1)[c:14]1[c:15]([O:16][CH:17]2[CH:18]([NH:26][C:27]([O:28][C:29]([CH3:30])([CH3:31])[CH3:32])=[O:33])[CH2:19][c:20]3[cH:21][cH:22][cH:23][cH:24][c:25]32)[cH:34][cH:35][cH:36][cH:37]1.[ClH:38].[H-:1].[H-:4].[H-:5].[H-:6].[Li+:3].[O:39]1[CH2:40][CH2:41][CH2:42][CH2:43]1>>[CH2:7]([c:8]1[cH:9][cH:10][cH:11][cH:12][cH:13]1)[c:14]1[c:15]([O:16][CH:17]2[CH:18]([NH:26][CH3:27])[CH2:19][c:20]3[cH:21][cH:22][cH:23][cH:24][c:25]32)[cH:34][cH:35][cH:36][cH:37]1.[ClH:38]. Reactants: Brc1ccc(Br)nc1, CC1(C)OB(c2ccc(Cc3nc(-c4ccc(Cl)cc4Cl)cn3-c3ccc(N4CC(=O)N(COCC[Si](C)(C)C)S4(=O)=O)cc3)cc2)OC1(C)C. Yields the product C[Si](C)(C)CCOCN1C(=O)CN(c2ccc(-n3cc(-c4ccc(Cl)cc4Cl)nc3Cc3ccc(-c4ccc(Br)cn4)cc3)cc2)S1(=O)=O. Reaction SMILES: [Br:52][c:53]1[n:54][cH:55][c:56]([Br:59])[cH:57][cH:58]1.[Cl:1][c:2]1[c:3](-[c:9]2[n:10][c:11]([CH2:36][c:37]3[cH:38][cH:39][c:40]([B:43]4[O:44][C:45]([CH3:46])([CH3:47])[C:48]([CH3:49])([CH3:50])[O:51]4)[cH:41][cH:42]3)[n:12](-[c:14]3[cH:15][cH:16][c:17]([N:20]4[CH2:21][C:22](=[O:35])[N:23]([CH2:27][O:28][CH2:29][CH2:30][Si:31]([CH3:32])([CH3:33])[CH3:34])[S:24]4(=[O:25])=[O:26])[cH:18][cH:19]3)[cH:13]2)[cH:4][cH:5][c:6]([Cl:8])[cH:7]1>>[Cl:1][c:2]1[c:3](-[c:9]2[n:10][c:11]([CH2:36][c:37]3[cH:38][cH:39][c:40](-[c:53]4[n:54][cH:55][c:56]([Br:59])[cH:57][cH:58]4)[cH:41][cH:42]3)[n:12](-[c:14]3[cH:15][cH:16][c:17]([N:20]4[CH2:21][C:22](=[O:35])[N:23]([CH2:27][O:28][CH2:29][CH2:30][Si:31]([CH3:32])([CH3:33])[CH3:34])[S:24]4(=[O:25])=[O:26])[cH:18][cH:19]3)[cH:13]2)[cH:4][cH:5][c:6]([Cl:8])[cH:7]1.